The task is: describe an organic reaction: reactants, conditions, products, and yield. This data is from the Open Reaction Database (ORD), a public repository of structured organic reaction records. Reactants: C[Si](CCOCN(C1=CC(=NC=2N1N=CC2C=2C=NC1=CC=CC=C1C2)C2CCC(CC2)CC(=O)OCC)COCC[Si](C)(C)C)(C)C (ethyl 2-(4-(7-(bis((2-(trimethylsilyl)ethoxy)methyl)amino)-3-(quinolin-3-yl)pyrazolo[1,5-a]pyrimidin-5-yl)cyclohexyl)acetate), C[Si](CCOCN(C1=CC(=NC=2N1N=CC2I)C2CC(CC2)CC#N)COCC[Si](C)(C)C)(C)C (2-(3-(7-(bis((2-(trimethylsilyl)ethoxy)methyl)amino)-3-iodopyrazolo[1,5-a]pyrimidin-5-yl)cyclopentyl)acetonitrile), C[Si](CCOCN(C1=CC(=NC=2N1N=CC2I)C2CCC(CC2)CC(=O)OCC)COCC[Si](C)(C)C)(C)C (ethyl 2-(4-(7-(bis((2-(trimethylsilyl)ethoxy)methyl)amino)-3-iodopyrazolo[1,5-a]pyrimidin-5-yl)cyclohexyl)acetate). Product: C[Si](CCOCN(C1=CC(=NC=2N1N=CC2C=2C=NC1=CC=CC=C1C2)C2CC(CC2)CC#N)COCC[Si](C)(C)C)(C)C (2-(3-(7-(Bis((2-(trimethylsilyl)ethoxy)methyl)amino)-3-(quinolin-3-yl)pyrazolo[1,5-a]pyrimidin-5-yl)cyclopentyl)acetonitrile). RXN SMILES: [CH3:1][Si:2]([CH3:48])([CH3:47])[CH2:3][CH2:4][O:5][CH2:6][N:7]([CH2:39][O:40][CH2:41][CH2:42][Si:43]([CH3:46])([CH3:45])[CH3:44])[C:8]1[N:13]2[N:14]=[CH:15][C:16]([C:17]3[CH:18]=[N:19][C:20]4[C:25]([CH:26]=3)=[CH:24][CH:23]=[CH:22][CH:21]=4)=[C:12]2[N:11]=[C:10]([CH:27]2[CH2:32][CH2:31][CH:30]([CH2:33][C:34](OCC)=O)[CH2:29]C2)[CH:9]=1.C[Si](C)(C)CCOC[N:55](COCC[Si](C)(C)C)C1N2N=CC(I)=C2N=C(C2CCC(CC#N)C2)C=1.C[Si](C)(C)CCOCN(COCC[Si](C)(C)C)C1N2N=CC(I)=C2N=C(C2CCC(CC(OCC)=O)CC2)C=1>>[CH3:46][Si:43]([CH3:44])([CH3:45])[CH2:42][CH2:41][O:40][CH2:39][N:7]([CH2:6][O:5][CH2:4][CH2:3][Si:2]([CH3:48])([CH3:1])[CH3:47])[C:8]1[N:13]2[N:14]=[CH:15][C:16]([C:17]3[CH:18]=[N:19][C:20]4[C:25]([CH:26]=3)=[CH:24][CH:23]=[CH:22][CH:21]=4)=[C:12]2[N:11]=[C:10]([CH:27]2[CH2:32][CH2:31][CH:30]([CH2:33][C:34]#[N:55])[CH2:29]2)[CH:9]=1. Procedure details: 2-(3-(7-(Bis((2-(trimethylsilyl)ethoxy)methyl)amino)-3-(quinolin-3-yl)pyrazolo[1,5-a]pyrimidin-5-yl)cyclopentyl)acetonitrile was synthesized in a manner similar to the synthesis of ethyl 2-(4-(7-(bis((2-(trimethylsilyl)ethoxy)methyl)amino)-3-(quinolin-3-yl)pyrazolo[1,5-a]pyrimidin-5-yl)cyclohexyl)acetate, but with 2-(3-(7-(bis((2-(trimethylsilyl)ethoxy)methyl)amino)-3-iodopyrazolo[1,5-a]pyrimidin-5-yl)cyclopentyl)acetonitrile substituted for ethyl 2-(4-(7-(bis((2-(trimethylsilyl)ethoxy)methyl)am... The reactants are ClC1=NC=CC(=C1)C#CC=1N=C(NC1)C (2-chloro-4-(2-methyl-1H-imidazol-4-ylethynyl)-pyridine), ClC1=NC=CN=C1 (2-chloropyrazine). The product is ClC1=NC=CC(=C1)C#CC=1N=C(N(C1)C1=NC=CN=C1)C (2-[4-(2-Chloro-pyridin-4-ylethynyl)-2-methyl-imidazol-1-yl]-pyrazine). RXN SMILES: [Cl:1][C:2]1[CH:7]=[C:6]([C:8]#[C:9][C:10]2[N:11]=[C:12]([CH3:15])[NH:13][CH:14]=2)[CH:5]=[CH:4][N:3]=1.Cl[C:17]1[CH:22]=[N:21][CH:20]=[CH:19][N:18]=1>>[Cl:1][C:2]1[CH:7]=[C:6]([C:8]#[C:9][C:10]2[N:11]=[C:12]([CH3:15])[N:13]([C:17]3[CH:22]=[N:21][CH:20]=[CH:19][N:18]=3)[CH:14]=2)[CH:5]=[CH:4][N:3]=1. Reported procedure: The title compound, MS: m/e=296.1 (M+H+), was prepared in accordance with the general method of example 3 from 2-chloro-4-(2-methyl-1H-imidazol-4-ylethynyl)-pyridine and 2-chloropyrazine. The reactants are N1CC(C1)C(C(C)(C)F)C=1C=C(C(=O)OCC)C=C(C1)F (ethyl 3-(1-azetidin-3-yl-2-fluoro-2-methylpropyl)-5-fluorobenzoate), BrC(C=1C=C(C#N)C=CC1)C1=CC=C(C=C1)Cl (3-[bromo(4-chlorophenyl)methyl]benzonitrile), CCN(C(C)C)C(C)C (DIEA). Run in C(C)#N (acetonitrile). Product: ClC1=CC=C(C=C1)C(N1CC(C1)C(C(C)(C)F)C=1C=C(C(=O)OCC)C=C(C1)F)C1=CC(=CC=C1)C#N (Ethyl 3-(1-{1-[(4-chlorophenyl)(3-cyanophenyl)methyl]azetidin-3-yl}-2-fluoro-2-methylpropyl)-5-fluorobenzoate). RXN SMILES: [NH:1]1[CH2:4][CH:3]([CH:5]([C:10]2[CH:11]=[C:12]([CH:18]=[C:19]([F:21])[CH:20]=2)[C:13]([O:15][CH2:16][CH3:17])=[O:14])[C:6]([F:9])([CH3:8])[CH3:7])[CH2:2]1.Br[CH:23]([C:32]1[CH:37]=[CH:36][C:35]([Cl:38])=[CH:34][CH:33]=1)[C:24]1[CH:25]=[C:26]([CH:29]=[CH:30][CH:31]=1)[C:27]#[N:28].CCN(C(C)C)C(C)C>C(#N)C>[Cl:38][C:35]1[CH:36]=[CH:37][C:32]([CH:23]([C:24]2[CH:31]=[CH:30][CH:29]=[C:26]([C:27]#[N:28])[CH:25]=2)[N:1]2[CH2:4][CH:3]([CH:5]([C:10]3[CH:11]=[C:12]([CH:18]=[C:19]([F:21])[CH:20]=3)[C:13]([O:15][CH2:16][CH3:17])=[O:14])[C:6]([F:9])([CH3:8])[CH3:7])[CH2:2]2)=[CH:33][CH:34]=1. Reported procedure: The mixture of 4.90 g (16.40 mmol) of ethyl 3-(1-azetidin-3-yl-2-fluoro-2-methylpropyl)-5-fluorobenzoate, 8.17 g of 3-[bromo(4-chlorophenyl)methyl]benzonitrile, 6 mL(34.36 mmol) of DIEA in 40 mL of acetonitrile was refluxed for 4 h, then concentrated in vacuo. The mixture was poured into 150 mL of CH2Cl2 and 30 mL of aq NaHCO3. The organic layer was dried over Na2SO4 and concentrated. Two pairs of racemic compounds were separated by silica gel chromatography. Single diastereomers were separated ... The reactants are Cc1cccc2sc(C3CCNC(C)C3)nc12, CO, c1cc(OCC2CO2)c2ccoc2c1. Yields the product Cc1cccc2sc(C3=CC(C)NCC3)nc12. As a reaction SMILES: [CH3:1][c:2]1[cH:3][cH:4][cH:5][c:6]2[c:7]1[n:8][c:9]([CH:11]1[CH2:12][CH:13]([CH3:17])[NH:14][CH2:15][CH2:16]1)[s:10]2.[CH3:32][OH:33].[O:18]1[CH2:19][CH:20]1[CH2:21][O:22][c:23]1[c:24]2[cH:25][cH:26][o:27][c:28]2[cH:29][cH:30][cH:31]1>>[CH3:1][c:2]1[cH:3][cH:4][cH:5][c:6]2[c:7]1[n:8][c:9]([C:11]1=[CH:12][CH:13]([CH3:17])[NH:14][CH2:15][CH2:16]1)[s:10]2. The reactants are C(C)(C)(C)OC(N(C)C)OC(C)(C)C (N,N-dimethylformamide di-t-butyl acetal), BrC1=C(N(C2=CC=CC=C12)CC1=CC(=C(C=C1)Cl)Cl)C(=O)O (3-bromo-N-(3,4-dichlorobenzyl)indole-2-carboxylic acid), C1(=CC=CC=C1)C (toluene). Conditions: time 2 hour. Product: BrC1=C(N(C2=CC=CC=C12)CC1=CC(=C(C=C1)Cl)Cl)C(=O)OC(C)CC (s-Butyl 3-bromo-N-(3,4-dichlorobenzyl)indole-2-carboxylate). RXN SMILES: C(OC(OC(C)(C)C)N(C)C)(C)(C)C.[Br:15][C:16]1[C:24]2[C:19](=[CH:20][CH:21]=[CH:22][CH:23]=2)[N:18]([CH2:25][C:26]2[CH:31]=[CH:30][C:29]([Cl:32])=[C:28]([Cl:33])[CH:27]=2)[C:17]=1[C:34]([OH:36])=[O:35].[C:37]1(C)[CH:42]=CC=[CH:39][CH:38]=1>>[Br:15][C:16]1[C:24]2[C:19](=[CH:20][CH:21]=[CH:22][CH:23]=2)[N:18]([CH2:25][C:26]2[CH:31]=[CH:30][C:29]([Cl:32])=[C:28]([Cl:33])[CH:27]=2)[C:17]=1[C:34]([O:36][CH:37]([CH2:38][CH3:39])[CH3:42])=[O:35]. Reported procedure: N,N-dimethylformamide di-t-butyl acetal (19.90 ml) was added dropwise to a suspension of 3-bromo-N-(3,4-dichlorobenzyl)indole-2-carboxylic acid (8.31 g) in toluene (150 ml), under an atmosphere of argon, and stirred at ambient temperature for 2 hours. The reaction was cooled, filtered, and washed with brine (100 ml), saturated NaHCO3 (aq.) (100 ml), and brine (100 ml), dried (MgSO4) and concentrated in vacuo to afford the product as a clear oil that crystallised upon standing (7.65 g, 81%); NMR ... Reactants: ClC=1C=CC2=C(C(=NCC(=N2)NN)C2=CC=CC=C2)C1 (7-chloro-2-hydrazino-5-phenyl-3H-1,4-benzodiazepine), Cl.C(C1=CC=CC=C1)(OCC)=N (ethyl benzimidate hydrochloride). Solvent: C(Cl)(Cl)Cl (chloroform). The product is ClC=1C=CC2=C(C(=NCC=3N2C(=NN3)C3=CC=CC=C3)C3=CC=CC=C3)C1 (8-chloro-1,6-diphenyl-4H-s-triazolo-[4,3-a] [1,4] benzodiazepine). Reaction SMILES: [Cl:1][C:2]1[CH:3]=[CH:4][C:5]2[N:11]=[C:10]([NH:12][NH2:13])[CH2:9][N:8]=[C:7]([C:14]3[CH:19]=[CH:18][CH:17]=[CH:16][CH:15]=3)[C:6]=2[CH:20]=1.Cl.[C:22](=N)(OCC)[C:23]1[CH:28]=[CH:27][CH:26]=[CH:25][CH:24]=1>C(Cl)(Cl)Cl>[Cl:1][C:2]1[CH:3]=[CH:4][C:5]2[N:11]3[C:22]([C:23]4[CH:28]=[CH:27][CH:26]=[CH:25][CH:24]=4)=[N:13][N:12]=[C:10]3[CH2:9][N:8]=[C:7]([C:14]3[CH:19]=[CH:18][CH:17]=[CH:16][CH:15]=3)[C:6]=2[CH:20]=1 |f:1.2|. Reported procedure: A solution of 1.4 parts of 7-chloro-2-hydrazino-5-phenyl-3H-1,4-benzodiazepine and 1.8 parts of ethyl benzimidate hydrochloride in 30 parts by volume of chloroform is stirred at room temperature for 24 hours and then washed with water.The chloroform layer is dried over sodium sulfate and the solvent is evaporated. Treatment of the residue with diethyl ether yields 8-chloro-1,6-diphenyl-4H-s-triazolo-[4,3-a] [1,4] benzodiazepine as crystals. Recrystallisation from a mixture of ethyl acetate and n... The reactants are CC(C)([O-])C.[K+] (potassium tert-butoxide), BrC1=CC=CC2=C1C=CS2 (4-bromobenzothiophene), CC(C)([O-])C.[K+] (potassium tert-butoxide), C(#N)CC(=O)OC(C)(C)C (tert-butyl cyanoacetate), Cl (hydrochloric acid). Reagents/catalysts: Cl[Pd]([P](C1=CC=CC=C1)(C2=CC=CC=C2)C3=CC=CC=C3)([P](C4=CC=CC=C4)(C5=CC=CC=C5)C6=CC=CC=C6)Cl (dichlorobis(triphenylphosphine)palladium(II)), C1(=CC=CC=C1)P(C1=CC=CC=C1)C1=CC=CC=C1 (triphenylphosphine), Cl[Pd]([P](C1=CC=CC=C1)(C2=CC=CC=C2)C3=CC=CC=C3)([P](C4=CC=CC=C4)(C5=CC=CC=C5)C6=CC=CC=C6)Cl (dichlorobis(triphenylphosphine)palladium(II)), C1(=CC=CC=C1)P(C1=CC=CC=C1)C1=CC=CC=C1 (triphenylphosphine). Solvent: COCCOC (1,2-dimethoxyethane), C(C)(=O)OCC (ethyl acetate), O (water). Yields the product S1C=CC2=C1C=CC=C2C(C(=O)OC(C)(C)C)C#N (tert-butyl 2-(1-benzothiophen-4-yl)-2-cyanoacetate). Yield: 67.6%. Reaction SMILES: Br[C:2]1[C:7]2[CH:8]=[CH:9][S:10][C:6]=2[CH:5]=[CH:4][CH:3]=1.CC(C)([O-])C.[K+].[C:17]([CH2:19][C:20]([O:22][C:23]([CH3:26])([CH3:25])[CH3:24])=[O:21])#[N:18].Cl>Cl[Pd](Cl)([P](C1C=CC=CC=1)(C1C=CC=CC=1)C1C=CC=CC=1)[P](C1C=CC=CC=1)(C1C=CC=CC=1)C1C=CC=CC=1.C1(P(C2C=CC=CC=2)C2C=CC=CC=2)C=CC=CC=1.C(OCC)(=O)C.O.COCCOC>[S:10]1[C:6]2[CH:5]=[CH:4][CH:3]=[C:2]([CH:19]([C:17]#[N:18])[C:20]([O:22][C:23]([CH3:26])([CH3:25])[CH3:24])=[O:21])[C:7]=2[CH:8]=[CH:9]1 |f:1.2,^1:30,49|. Reported procedure: To 1,2-dimethoxyethane (3 mL) solution of 0.30 g of 4-bromobenzothiophene were added 0.33 g of potassium tert-butoxide, 0.21 g of tert-butyl cyanoacetate, 0.01 g of dichlorobis(triphenylphosphine)palladium(II) and 0.01 g of triphenylphosphine, which was then refluxed for 40 minutes. Thereto were added 0.33 g of potassium tert-butoxide, 0.01 g of dichlorobis(triphenylphosphine)palladium(II) and 0.01 g of triphenylphosphine, which was then refluxed for 30 minutes. The reaction mixture was added to... The reactants are NC1=C(C(=O)O)C=C(C=C1)N(C)C (2-amino-5-dimethylaminobenzoic acid), C(=O)N (formamide). Run in O (water). The product is CN(C=1C=C2C(NC=NC2=CC1)=O)C (6-dimethylamino-quinazolin-4(3H)one). RXN SMILES: [NH2:1][C:2]1[CH:10]=[CH:9][C:8]([N:11]([CH3:13])[CH3:12])=[CH:7][C:3]=1[C:4]([OH:6])=O.[CH:14]([NH2:16])=O>O>[CH3:12][N:11]([CH3:13])[C:8]1[CH:7]=[C:3]2[C:2](=[CH:10][CH:9]=1)[N:1]=[CH:14][NH:16][C:4]2=[O:6]. Procedure: A mixture of 14.6 g. of 2-amino-5-dimethylaminobenzoic acid and 75 ml. of formamide is refluxed for 40 minutes, cooled to room temperature, 100 ml. of water added, the crystals broken up and recovered by filtering. After washing several times with water, the solids are dried to obtain 6-dimethylamino-quinazolin-4(3H)one, m.p. 233°-236° C. Reactants: N(=[N+]=[N-])C(C=1C=C(OCC2=CC=C(C=C2)C2(CC2)C(=O)OC)C=CC1)C1=CC=CC=C1 (methyl 1-(4-((3-(azido(phenyl)methyl)phenoxy)methyl)-phenyl)cyclopropanecarboxylate), [OH-].[Na+] (sodium hydroxide). The solvent is CO (methanol), O1CCCC1 (tetrahydrofuran). Run at temperature 50 celsius, time 30 minute. Product: N(=[N+]=[N-])C(C=1C=C(OCC2=CC=C(C=C2)C2(CC2)C(=O)O)C=CC1)C1=CC=CC=C1 (1-(4-((3-(Azido(phenyl)methyl)phenoxy)methyl)phenyl)cyclopropanecarboxylic acid). Yield: 100.5%. RXN SMILES: [N:1]([CH:4]([C:26]1[CH:31]=[CH:30][CH:29]=[CH:28][CH:27]=1)[C:5]1[CH:6]=[C:7]([CH:23]=[CH:24][CH:25]=1)[O:8][CH2:9][C:10]1[CH:15]=[CH:14][C:13]([C:16]2([C:19]([O:21]C)=[O:20])[CH2:18][CH2:17]2)=[CH:12][CH:11]=1)=[N+:2]=[N-:3].[OH-].[Na+]>CO.O1CCCC1>[N:1]([CH:4]([C:26]1[CH:27]=[CH:28][CH:29]=[CH:30][CH:31]=1)[C:5]1[CH:6]=[C:7]([CH:23]=[CH:24][CH:25]=1)[O:8][CH2:9][C:10]1[CH:11]=[CH:12][C:13]([C:16]2([C:19]([OH:21])=[O:20])[CH2:18][CH2:17]2)=[CH:14][CH:15]=1)=[N+:2]=[N-:3] |f:1.2|. Procedure details: To a stirred solution of methyl 1-(4-((3-(azido(phenyl)methyl)phenoxy)methyl)-phenyl)cyclopropanecarboxylate (0.569 g, 1.375 mmol) in methanol (12.9 mL) and tetrahydrofuran (5.1 mL), was added 2M aqueous sodium hydroxide (12.9 mL). The reaction was stirred at 50° C. for 3 hours 30 minutes and then at room temperature for 16 hours. The reaction mixture was concentrated under reduced pressure, and the pH was adjusted to pH4 using 2M aqueous hydrochloric acid with stirring. The mixture was extracte...